From a dataset of the Open Reaction Database (ORD), a public repository of structured organic reaction records. describe an organic reaction: reactants, conditions, products, and yield Reactants: C(C1=CC=CC=C1)(=O)NC=1C=2N=CN([C@H]3[C@H](O)[C@H](O)[C@@H](CO)O3)C2N=CN1 (N6 -benzoyl adenosine), C(C1=CC=CC=C1)(C1=CC=CC=C1)(C1=CC=CC=C1)Cl (tritylchloride), compound 5, C(CCC)[SnH](CCCC)CCCC (tributyltinhydride), ammonium tetrabutyl fluoride, iodoacetyl, C(Cl)(Cl)Cl (chloroform). Solvent: N1=CC=CC=C1 (pyridine), C1(=CC=CC=C1)C (toluene), O1CCCC1 (tetrahydrofuran). The product is Compounds 6, C(C1=CC=CC=C1)(=O)NC=1C=2N=CN([C@H]3[C@H](O)[C@H](O)[C@@H](C(O)C(C4=CC=CC=C4)(C4=CC=CC=C4)C4=CC=CC=C4)O3)C2N=CN1 (N6 -benzoyl-5'-trityladenosine). As a reaction SMILES: C([SnH](CCCC)CCCC)CCC.[C:14]([NH:22][C:23]1[C:24]2[N:25]=[CH:26][N:27]([C:37]=2[N:38]=[CH:39][N:40]=1)[C@@H:28]1[O:36][C@H:33]([CH2:34][OH:35])[C@@H:31]([OH:32])[C@H:29]1[OH:30])(=[O:21])[C:15]1[CH:20]=[CH:19][CH:18]=[CH:17][CH:16]=1.[C:41](Cl)([C:54]1[CH:59]=[CH:58][CH:57]=[CH:56][CH:55]=1)([C:48]1[CH:53]=[CH:52][CH:51]=[CH:50][CH:49]=1)[C:42]1[CH:47]=[CH:46][CH:45]=[CH:44][CH:43]=1.C(Cl)(Cl)Cl>C1(C)C=CC=CC=1.O1CCCC1.N1C=CC=CC=1>[C:14]([NH:22][C:23]1[C:24]2[N:25]=[CH:26][N:27]([C:37]=2[N:38]=[CH:39][N:40]=1)[C@@H:28]1[O:36][C@H:33]([CH:34]([C:41]([C:42]2[CH:47]=[CH:46][CH:45]=[CH:44][CH:43]=2)([C:54]2[CH:55]=[CH:56][CH:57]=[CH:58][CH:59]=2)[C:48]2[CH:49]=[CH:50][CH:51]=[CH:52][CH:53]=2)[OH:35])[C@@H:31]([OH:32])[C@H:29]1[OH:30])(=[O:21])[C:15]1[CH:16]=[CH:17][CH:18]=[CH:19][CH:20]=1. Procedure details: Compounds 3 and 9 are prepared treating N6 -benzoylated adenosine with monomethoxytrityl chloride in pyridine to yield the 5'-monomethoxytrityl derivative. The derivative is treated with t-butyldimethylsilylchloride in a mixture of pyridine and methylimidazole to form the N6 -benzoyl-2',3'-di-O-t-butyldimethylsilyl-5'-monomethoxytrityl adenosine. The trityl group is removed by acetic acid to produce compound 3. Compound 9 is synthesized analogously, starting with N6 -benzoylated tubercidin. This... The reactants are resultant solution, C(C1=CC=CC=C1)N (benzylamine), C([O-])([O-])=O.[K+].[K+] (potassium carbonate), BrCC1CC2=C(O1)C=CC=C2 (2-bromomethyl-2,3-dihydrobenzo[b]furan), resultant mixture, desired compound 002A, C(Cl)(Cl)Cl (chloroform). The solvent is C(C)#N (acetonitrile). The product is C(C1=CC=CC=C1)NCC1CC2=C(O1)C=CC=C2 (2-(N-benzyl)aminomethyl-2,3-dihydrobenzo[b]furan). The yield is 73.0%. Reaction SMILES: Br[CH2:2][CH:3]1[O:7][C:6]2[CH:8]=[CH:9][CH:10]=[CH:11][C:5]=2[CH2:4]1.[CH2:12]([NH2:19])[C:13]1[CH:18]=[CH:17][CH:16]=[CH:15][CH:14]=1.C(=O)([O-])[O-].[K+].[K+].C(Cl)(Cl)Cl>C(#N)C>[CH2:12]([NH:19][CH2:2][CH:3]1[O:7][C:6]2[CH:8]=[CH:9][CH:10]=[CH:11][C:5]=2[CH2:4]1)[C:13]1[CH:18]=[CH:17][CH:16]=[CH:15][CH:14]=1 |f:2.3.4|. Procedure: 1.07 g (5.0 mmol) of compound 001C, which had been prepared in Step C of Reference Example 1, was dissolved in 11 ml of acetonitrile. To the resultant solution were added 1.64 ml (15.0 mmol) of benzylamine and 2.07 g (15.0 mmol) of potassium carbonate. The resultant mixture was stirred at 80° C. for 8 hours to effect a reaction. To the resultant reaction mixture was added 100 ml of chloroform to obtain a mixture. The obtained mixture was successively washed with 100 ml of water and 100 ml of sat... Reactants: O=c1sc2cc(Cl)ccc2n1CCCCl, [K+], [K+], O=C([O-])[O-], CN(C)C=O, c1ccc(N2CCNCC2)cc1. Product: O=c1sc2cc(Cl)ccc2n1CCCN1CCN(c2ccccc2)CC1. Reaction SMILES: [Cl:1][c:2]1[cH:3][c:4]2[c:5]([n:6]([CH2:10][CH2:11][CH2:12][Cl:13])[c:7](=[O:9])[s:8]2)[cH:14][cH:15]1.[K+:16].[K+:17].[O-:18][C:19]([O-:20])=[O:21].[O:34]=[CH:35][N:36]([CH3:37])[CH3:38].[c:22]1([N:28]2[CH2:29][CH2:30][NH:31][CH2:32][CH2:33]2)[cH:23][cH:24][cH:25][cH:26][cH:27]1>>[Cl:1][c:2]1[cH:3][c:4]2[c:5]([n:6]([CH2:10][CH2:11][CH2:12][N:31]3[CH2:30][CH2:29][N:28]([c:22]4[cH:23][cH:24][cH:25][cH:26][cH:27]4)[CH2:33][CH2:32]3)[c:7](=[O:9])[s:8]2)[cH:14][cH:15]1. Starting materials: NC=1C=CC2=C(N(CCO2)C=2SC3=C(N2)CC(CC3=O)(C)C)C1 (2-(6-Amino-2,3-dihydrobenzo[1,4]oxazin-4-yl)-5,5-dimethyl-5,6-dihydro-4H-benzothiazol-7-one), O1CC(CC1)C=O (tetrahydrofuran-3-carboxaldehyde), C1(=CC=CC=C1)[SiH3] (phenylsilane), C(CCC)[Sn](CCCC)(Cl)Cl (dibutyltin dichloride). Solvent: C1CCOC1 (THF). The product is CC1(CC(C2=C(N=C(S2)N2CCOC3=C2C=C(C=C3)NCC3COCC3)C1)=O)C (5,5-Dimethyl-2-{6-[(tetrahydrofuran-3-ylmethyl)amino]-2,3-dihydrobenzo[1,4]oxazin-4-yl}-5,6-dihydro-4H-benzothiazol-7-one). Isolated yield 22.6%. Reaction SMILES: [NH2:1][C:2]1[CH:3]=[CH:4][C:5]2[O:10][CH2:9][CH2:8][N:7]([C:11]3[S:12][C:13]4[C:19](=[O:20])[CH2:18][C:17]([CH3:22])([CH3:21])[CH2:16][C:14]=4[N:15]=3)[C:6]=2[CH:23]=1.[O:24]1[CH2:28][CH2:27][CH:26]([CH:29]=O)[CH2:25]1.C1([SiH3])C=CC=CC=1.C([Sn](Cl)(Cl)CCCC)CCC>C1COCC1>[CH3:22][C:17]1([CH3:21])[CH2:16][C:14]2[N:15]=[C:11]([N:7]3[C:6]4[CH:23]=[C:2]([NH:1][CH2:29][CH:26]5[CH2:27][CH2:28][O:24][CH2:25]5)[CH:3]=[CH:4][C:5]=4[O:10][CH2:9][CH2:8]3)[S:12][C:13]=2[C:19](=[O:20])[CH2:18]1. Procedure details: A mixture of Example 12 (50 mg, 0.15 mmol), tetrahydrofuran-3-carboxaldehyde (30 mg, 0.15 mmol), phenylsilane (0.04 mL, 0.3 mmol) and dibutyltin dichloride (5 mg, 0.015 mmol) in THF (3 mL) was heated to 100° C. under microwave irradiation for 40 min. After cooling to r.t., the mixture was partitioned between EtOAc (50 mL) and water (50 mL). The organics were washed with brine (50 mL), dried (MgSO4) and concentrated in vacuo. The crude material was purified by prep HPLC to give the title compound... Starting materials: OC1=C(C=C(C=O)C=C1OC)OC (4-hydroxy-3,5-dimethoxy benzaldehyde), C(CC(=O)O)(=O)O (malonic acid), N1CCCCC1 (piperidine). Run in C(=O)O (formic acid). Yields the product COC=1C=C(C=C(C1C=C)OC)O (3,5-dimethoxy-4-vinylphenol). Isolated yield 37.0%. Reaction SMILES: O[C:2]1[C:9]([O:10][CH3:11])=[CH:8][C:5](C=O)=[CH:4][C:3]=1[O:12][CH3:13].C(O)(=O)CC(O)=[O:17].N1[CH2:26][CH2:25]CCC1>C(O)=O>[CH3:11][O:10][C:9]1[CH:8]=[C:5]([OH:17])[CH:4]=[C:3]([O:12][CH3:13])[C:2]=1[CH:25]=[CH2:26]. Reported procedure: A mixture of 4-hydroxy-3,5-dimethoxy benzaldehyde (2.5 g, 0.013 mol), malonic acid (2.80 g, 0.027 mol), piperidine (2–5 mL) and formic acid (10–20 mL) were taken in a 100 ml Erlenmeyer flask fitted with a loose funnel at the top. The flask was shaken well and placed inside the microwave oven and irradiated for 2–8 minutes in parts. The cooled mixture was poured into ice cold water and extracted with ethyl acetate. The organic layer was washed with dil HCl., saturated sodium chloride and then org... The reactants are COC(=O)c1ccc(CBr)c([N+](=O)[O-])c1, C1CCNC1. Yields the product COC(=O)c1ccc(CN2CCCC2)c([N+](=O)[O-])c1. Reaction SMILES: [Br:1][CH2:2][c:3]1[c:4]([N+:13](=[O:14])[O-:15])[cH:5][c:6]([C:7](=[O:8])[O:9][CH3:10])[cH:11][cH:12]1.[CH2:16]1[CH2:17][CH2:18][NH:19][CH2:20]1>>[CH2:2]([c:3]1[c:4]([N+:13](=[O:14])[O-:15])[cH:5][c:6]([C:7](=[O:8])[O:9][CH3:10])[cH:11][cH:12]1)[N:19]1[CH2:18][CH2:17][CH2:16][CH2:20]1. Product: O[C@@H](CN(C(OC(C)(C)C)=O)CCC1=CC=C(C=C1)C1=CC(=C(C=C1)C(=O)NS(=O)(=O)C)OCC(C)C)C=1C=NC=CC1 (tert-butyl [(2R)-2-hydroxy-2-(3-pyridyl)ethyl][2-[3′-isobutoxy-4′-[[(methylsulfonyl)amino]carbonyl]-4-biphenylyl]ethyl]carbamate). Run in O (water), CN(C=O)C (N,N-dimethylformamide). Run at time 1 hour. As a reaction SMILES: [C:1]([O:5][C:6]([N:8]([CH2:31][C@H:32]([OH:39])[C:33]1[CH:34]=[N:35][CH:36]=[CH:37][CH:38]=1)[CH2:9][CH2:10][C:11]1[CH:16]=[CH:15][C:14]([C:17]2[CH:22]=[CH:21][C:20]([C:23](O)=[O:24])=[C:19]([O:26][CH2:27][CH:28]([CH3:30])[CH3:29])[CH:18]=2)=[CH:13][CH:12]=1)=[O:7])([CH3:4])([CH3:3])[CH3:2].C(N1C=CN=C1)(N1C=CN=C1)=O.[CH3:52][S:53]([NH2:56])(=[O:55])=[O:54].N1CCCN2CCCCCC=12.Cl>CN(C)C=O.O>[OH:39][C@H:32]([C:33]1[CH:34]=[N:35][CH:36]=[CH:37][CH:38]=1)[CH2:31][N:8]([CH2:9][CH2:10][C:11]1[CH:16]=[CH:15][C:14]([C:17]2[CH:22]=[CH:21][C:20]([C:23]([NH:56][S:53]([CH3:52])(=[O:55])=[O:54])=[O:24])=[C:19]([O:26][CH2:27][CH:28]([CH3:29])[CH3:30])[CH:18]=2)=[CH:13][CH:12]=1)[C:6](=[O:7])[O:5][C:1]([CH3:3])([CH3:2])[CH3:4]. Procedure: To a solution of 4′-[2-[[tert-butoxycarbonyl][(2R)-2-hydroxy-2-(3-pyridyl)ethyl]amino]ethyl]-3-isobutoxy-4-biphenylcarboxylic acid (170 mg) in N,N-dimethylformamide (1.70 ml) was added 1,1′-carbonylbis(1H-imidazole) (61.7 mg) and the mixture was stirred at room temperature for 1 hour under nitrogen atmosphere. To the reaction mixture were added methanesulfonamide (36.3 mg) and 2,3,4,6,7,8,9,10-octahydropyrimido[1,2-a]azepine (0.057 ml) and the mixture was stirred at 120° C. for 12 hours. After c... Isolated yield 32.4%. Starting materials: Cl (hydrochloric acid), C(C)(C)(C)OC(=O)N(CCC1=CC=C(C=C1)C1=CC(=C(C=C1)C(=O)O)OCC(C)C)C[C@@H](C=1C=NC=CC1)O (4′-[2-[[tert-butoxycarbonyl][(2R)-2-hydroxy-2-(3-pyridyl)ethyl]amino]ethyl]-3-isobutoxy-4-biphenylcarboxylic acid), C(=O)(N1C=NC=C1)N1C=NC=C1 (1,1′-carbonylbis(1H-imidazole)), CS(=O)(=O)N (methanesulfonamide), N=1CCCN2C1CCCCC2 (2,3,4,6,7,8,9,10-octahydropyrimido[1,2-a]azepine). The reactants are NC=1C=C(C=C(C1)C1=NN=NN1C)CO ([3-Amino-5-(1-methyl-1H-tetrazol-5-yl)-phenyl]-methanol). The reagents and catalysts are [Pd] (Pd/C), Cl (HCl). The solvent is CO (MeOH). The product is CC=1C=C(C=C(C1)C1=NN=NN1C)N (3-Methyl-5-(1-methyl-1H-tetrazol-5-yl)-phenylamine). Isolated yield 77.1%. Reaction SMILES: [NH2:1][C:2]1[CH:3]=[C:4]([CH2:14]O)[CH:5]=[C:6]([C:8]2[N:12]([CH3:13])[N:11]=[N:10][N:9]=2)[CH:7]=1>CO.Cl.[Pd]>[CH3:14][C:4]1[CH:3]=[C:2]([NH2:1])[CH:7]=[C:6]([C:8]2[N:12]([CH3:13])[N:11]=[N:10][N:9]=2)[CH:5]=1. Procedure details: A solution of [3-Amino-5-(1-methyl-1H-tetrazol-5-yl)-phenyl]-methanol (450 mg) in MeOH (20 ml) with a few drops of conc. HCl (aq) was hydrogenated on a H-cube apparatus at 30° C., and 10 bar with a flow rate of 1 mL/min using a Pd/C cartridge. After reaction completion, the mixture was concentrated in vacuum and the residue basified with a dilute K2CO3(aq). This was extracted with EtOAc and the organic layer was separated, dried and concentrated in vacuum. The residue was purified by flash chrom... Product: CCOc1nn(Cc2ccc(OC)c(OCc3nc(-c4ccccc4)oc3C)c2)cc1CCC(=O)O. Starting materials: CCOC(=O)CCc1cn(Cc2ccc(OC)c(OCc3nc(-c4ccccc4)oc3C)c2)nc1OCC, CCO, Cl, [Na+], C1CCOC1, [OH-]. Reaction SMILES: [CH2:1]([CH3:2])[O:3][c:4]1[n:5][n:6]([CH2:16][c:17]2[cH:18][c:19]([O:25][CH2:26][c:27]3[n:28][c:29](-[c:33]4[cH:34][cH:35][cH:36][cH:37][cH:38]4)[o:30][c:31]3[CH3:32])[c:20]([O:23][CH3:24])[cH:21][cH:22]2)[cH:7][c:8]1[CH2:9][CH2:10][C:11](=[O:12])[O:13][CH2:14][CH3:15].[CH3:47][CH2:48][OH:49].[ClH:46].[Na+:40].[O:41]1[CH2:42][CH2:43][CH2:44][CH2:45]1.[OH-:39]>>[CH2:1]([CH3:2])[O:3][c:4]1[n:5][n:6]([CH2:16][c:17]2[cH:18][c:19]([O:25][CH2:26][c:27]3[n:28][c:29](-[c:33]4[cH:34][cH:35][cH:36][cH:37][cH:38]4)[o:30][c:31]3[CH3:32])[c:20]([O:23][CH3:24])[cH:21][cH:22]2)[cH:7][c:8]1[CH2:9][CH2:10][C:11](=[O:12])[OH:13]. The reactants are CC(C)(C)OC(=O)NCCC(=O)NCc1cccc2c1CN(C1CCC(=O)NC1=O)C2=O, ClCCl, Cl, C1COCCO1, CN(C)C=O. The product is Cl, NCCC(=O)NCc1cccc2c1CN(C1CCC(=O)NC1=O)C2=O. As a reaction SMILES: [C:8]([O:9][C:10](=[O:11])[NH:14][CH2:15][CH2:16][C:17]([NH:18][CH2:19][c:20]1[c:21]2[c:25]([cH:26][cH:27][cH:28]1)[C:24](=[O:29])[N:23]([CH:30]1[C:31](=[O:37])[NH:32][C:33](=[O:36])[CH2:34][CH2:35]1)[CH2:22]2)=[O:38])([CH3:12])([CH3:13])[CH3:39].[Cl:40][CH2:41][Cl:42].[ClH:1].[O:2]1[CH2:3][CH2:4][O:5][CH2:6][CH2:7]1.[O:43]=[CH:44][N:45]([CH3:46])[CH3:47]>>[ClH:1].[NH2:14][CH2:15][CH2:16][C:17]([NH:18][CH2:19][c:20]1[c:21]2[c:25]([cH:26][cH:27][cH:28]1)[C:24](=[O:29])[N:23]([CH:30]1[C:31](=[O:37])[NH:32][C:33](=[O:36])[CH2:34][CH2:35]1)[CH2:22]2)=[O:38].